This data is from the Open Reaction Database (ORD), a public repository of structured organic reaction records. The task is: describe an organic reaction: reactants, conditions, products, and yield The reactants are CC1=NC=CC(=C1)C(CC(C1=C(C=CC=C1)C)C=1C=C(C=CC1)C=1C=CC(=NC1)C(=O)O)=O (5-{3-[3-(2-methyl-pyridin-4-yl)-3-oxo-1-o-tolyl-propyl]-phenyl}-pyridine-2-carboxylic acid), Cl.NO (hydroxylamine hydrochloride), C(=O)(O)[O-].[Na+] (NaHCO3). Yields the product ON=C(CC(C1=C(C=CC=C1)C)C=1C=C(C=CC1)C=1C=CC(=NC1)C(=O)O)C1=CC(=NC=C1)C (5-{3-[3-[Hydroxyimino]-3-(2-methyl-pyridin-4-yl)-1-o-tolyl-propyl]-phenyl}-pyridine-2-carboxylic acid). As a reaction SMILES: [CH3:1][C:2]1[CH:7]=[C:6]([C:8](=O)[CH2:9][CH:10]([C:18]2[CH:19]=[C:20]([C:24]3[CH:25]=[CH:26][C:27]([C:30]([OH:32])=[O:31])=[N:28][CH:29]=3)[CH:21]=[CH:22][CH:23]=2)[C:11]2[CH:16]=[CH:15][CH:14]=[CH:13][C:12]=2[CH3:17])[CH:5]=[CH:4][N:3]=1.Cl.[NH2:35][OH:36].C([O-])(O)=O.[Na+]>>[OH:36][N:35]=[C:8]([C:6]1[CH:5]=[CH:4][N:3]=[C:2]([CH3:1])[CH:7]=1)[CH2:9][CH:10]([C:18]1[CH:19]=[C:20]([C:24]2[CH:25]=[CH:26][C:27]([C:30]([OH:32])=[O:31])=[N:28][CH:29]=2)[CH:21]=[CH:22][CH:23]=1)[C:11]1[CH:16]=[CH:15][CH:14]=[CH:13][C:12]=1[CH3:17] |f:1.2,3.4|. Procedure: In analogy to example 74, step 7, from 5-{3-[3-(2-methyl-pyridin-4-yl)-3-oxo-1-o-tolyl-propyl]-phenyl}-pyridine-2-carboxylic acid and hydroxylamine hydrochloride in the presence of NaHCO3 was prepared the title compound as a mixture of E and Z isomers (3:1) as a white solid, MS (ESI+): m/z=452.4 [M+H]+. The reactants are ClC1=C(C=C2C(=C(C(NC2=C1)=O)C1=CC(=CC(=C1)C)C)O)I (7-chloro-3-(3,5-dimethylphenyl)-4-hydroxy-6-iodo-1H-quinolin-2-one), C(C)(C)(C)OC(=O)N1C(CCCC1)CCO (2-(2-hydroxyethyl)-piperidine-1-carboxylic acid tert-butyl ester), C1(=CC=CC=C1)P(C1=CC=CC=C1)C1=CC=CC=C1 (triphenylphosphine), N(=NC(=O)OCC)C(=O)OCC (diethyl azodicarboxylate). Run at time 72 hour. Yields the product C(C)(C)(C)OC(=O)N1C(CCCC1)CCOC1=C(C(NC2=CC(=C(C=C12)I)Cl)=O)C1=CC(=CC(=C1)C)C (2-{2-[7-chloro-3-(3.5-dimethylphenyl)-6-iodo-2-oxo-1,2-dihydroquinolin-4-yloxy]-ethyl}-piperidine-1-carboxylic acid tert-butyl ester). RXN SMILES: [Cl:1][C:2]1[CH:11]=[C:10]2[C:5]([C:6]([OH:21])=[C:7]([C:13]3[CH:18]=[C:17]([CH3:19])[CH:16]=[C:15]([CH3:20])[CH:14]=3)[C:8](=[O:12])[NH:9]2)=[CH:4][C:3]=1[I:22].C1(P(C2C=CC=CC=2)C2C=CC=CC=2)C=CC=CC=1.N(C(OCC)=O)=NC(OCC)=O.[C:54]([O:58][C:59]([N:61]1[CH2:66][CH2:65][CH2:64][CH2:63][CH:62]1[CH2:67][CH2:68]O)=[O:60])([CH3:57])([CH3:56])[CH3:55]>>[C:54]([O:58][C:59]([N:61]1[CH2:66][CH2:65][CH2:64][CH2:63][CH:62]1[CH2:67][CH2:68][O:21][C:6]1[C:5]2[C:10](=[CH:11][C:2]([Cl:1])=[C:3]([I:22])[CH:4]=2)[NH:9][C:8](=[O:12])[C:7]=1[C:13]1[CH:18]=[C:17]([CH3:19])[CH:16]=[C:15]([CH3:20])[CH:14]=1)=[O:60])([CH3:57])([CH3:56])[CH3:55]. Reported procedure: To a solution of 2-(2-hydroxyethyl)-piperidine-1-carboxylic acid tert-butyl ester (10 g in 450 mL dry tetrahydrofuran) was added 22.3 g of 7-chloro-3-(3,5-dimethylphenyl)-4-hydroxy-6-iodo-1H-quinolin-2-one followed by 13.7 g of triphenylphosphine and the mixture stirred at room temperature. To this was added 8.2 mL of diethyl azodicarboxylate (DEAD) and stirring was continued for 72 hours. At this time the solvents were removed to a minimum volume in vacuo and the mixture filterd through a silic... Starting materials: C(=O)(OCC1=CC=CC=C1)N[C@@H](C)C(=O)O (carbobenzoxy-alanine), N[C@@H](CCC(N)=O)C(=O)O (glutamine), [OH-].[K+] (potassium hydroxide), C1(=CC=CC=C1)P(C1=CC=CC=C1)C1=CC=CC=C1 (triphenylphosphine), ClC(C(Cl)(Cl)Cl)(Cl)Cl (hexachloroethane), S(O)(O)(=O)=O (sulfuric acid). The solvent is ClCCl (dichloromethane), O (water), O1CCCC1 (tetrahydrofuran), O1CCCC1 (tetrahydrofuran). Conditions: time 1.5 hour. The product is N[C@@H](C)C(=O)N[C@@H](CCC(N)=O)C(=O)O (L-Ala-L-Gln). Yield: 65.0%. As a reaction SMILES: C1(P(C2C=CC=CC=2)C2C=CC=CC=2)C=CC=CC=1.C([NH:30][C@H:31]([C:33](O)=[O:34])[CH3:32])(OCC1C=CC=CC=1)=O.ClC(Cl)(Cl)C(Cl)(Cl)Cl.[NH2:44][C@H:45]([C:51]([OH:53])=[O:52])[CH2:46][CH2:47][C:48](=[O:50])[NH2:49].[OH-].[K+].S(=O)(=O)(O)O>ClCCl.O.O1CCCC1>[NH2:30][C@H:31]([C:33]([NH:44][C@H:45]([C:51]([OH:53])=[O:52])[CH2:46][CH2:47][C:48](=[O:50])[NH2:49])=[O:34])[CH3:32] |f:4.5|. Procedure: Dissolve 15 mmol of triphenylphosphine with 10 ml of tetrahydrofuran, drop it into a mixed system composed of 10 mmol of carbobenzoxy-alanine (Z-Ala), 20 mmol of hexachloroethane and 10 ml of tetrahydrofuran. After reacting at 0° C. for 1.5 hours, drop it into a liquid mixture containing 18 mmol of glutamine, 20 ml of water and 40 ml of dichloromethane. While reacting, regulate pH to 13 with potassium hydroxide, the reaction temperature is 0° C., the reaction time after dropping is 2 hours. And ... The reactants are O=Cc1ccc(Br)cc1F, CCCC[Sn](CCCC)(CCCC)c1ccccc1, c1ccc(P(c2ccccc2)(c2ccccc2)[Pd](P(c2ccccc2)(c2ccccc2)c2ccccc2)(P(c2ccccc2)(c2ccccc2)c2ccccc2)P(c2ccccc2)(c2ccccc2)c2ccccc2)cc1. Yields the product O=Cc1ccc(-c2ccccc2)cc1F. RXN SMILES: [Br:1][c:2]1[cH:3][c:4]([F:10])[c:5]([CH:6]=[O:7])[cH:8][cH:9]1.[CH2:11]([Sn:12]([CH2:13][CH2:14][CH2:15][CH3:22])([c:16]1[cH:17][cH:18][cH:19][cH:20][cH:21]1)[CH2:23][CH2:24][CH2:25][CH3:26])[CH2:27][CH2:28][CH3:29].[cH:30]1[cH:31][cH:32][c:33]([P:34]([Pd:35]([P:36]([c:37]2[cH:38][cH:39][cH:40][cH:41][cH:42]2)([c:43]2[cH:44][cH:45][cH:46][cH:47][cH:48]2)[c:49]2[cH:50][cH:51][cH:52][cH:53][cH:54]2)([P:55]([c:56]2[cH:57][cH:58][cH:59][cH:60][cH:61]2)([c:62]2[cH:63][cH:64][cH:65][cH:66][cH:67]2)[c:68]2[cH:69][cH:70][cH:71][cH:72][cH:73]2)[P:74]([c:75]2[cH:76][cH:77][cH:78][cH:79][cH:80]2)([c:81]2[cH:82][cH:83][cH:84][cH:85][cH:86]2)[c:87]2[cH:88][cH:89][cH:90][cH:91][cH:92]2)([c:93]2[cH:94][cH:95][cH:96][cH:97][cH:98]2)[c:99]2[cH:100][cH:101][cH:102][cH:103][cH:104]2)[cH:105][cH:106]1>>[c:2]1(-[c:16]2[cH:17][cH:18][cH:19][cH:20][cH:21]2)[cH:3][c:4]([F:10])[c:5]([CH:6]=[O:7])[cH:8][cH:9]1. Starting materials: FC1=C(C=CC(=C1)F)O (2,4-Difluorophenol), C(CCC)P(CCCC)CCCC (tributylphosphine), N,N,N′,N′-tetramethylazodicarboxyamide, C1(CC1)C=1C=CC(=NC1OCC1=CC=C(C=C1)OC)C(O)C1=CC=C(C=C1)S(=O)(=O)C1CC1 ({5-cyclopropyl-6-[(4-methoxybenzyl)oxy]pyridin-2-yl}[4-(cyclopropylsulfonyl)phenyl]methanol), C([O-])([O-])=O.[K+].[K+] (potassium carbonate). Run in O1CCCC1 (tetrahydrofuran), O (water). Reaction conditions: temperature 86 celsius. The product is C1(CC1)C=1C(=NC(=CC1)C(OC1=C(C=C(C=C1)F)F)C1=CC=C(C=C1)S(=O)(=O)C1CC1)OCC1=CC=C(C=C1)OC (3-cyclopropyl-6-{[4-(cyclopropylsulfonyl)phenyl](2,4-difluorophenoxy)methyl}-2-[(4-methoxybenzyl)oxy]pyridine). Yield: 77.1%. As a reaction SMILES: [F:1][C:2]1[CH:7]=[C:6]([F:8])[CH:5]=[CH:4][C:3]=1[OH:9].C(P(CCCC)CCCC)CCC.[CH:23]1([C:26]2[CH:27]=[CH:28][C:29]([CH:42]([C:44]3[CH:49]=[CH:48][C:47]([S:50]([CH:53]4[CH2:55][CH2:54]4)(=[O:52])=[O:51])=[CH:46][CH:45]=3)O)=[N:30][C:31]=2[O:32][CH2:33][C:34]2[CH:39]=[CH:38][C:37]([O:40][CH3:41])=[CH:36][CH:35]=2)[CH2:25][CH2:24]1.C(=O)([O-])[O-].[K+].[K+]>O1CCCC1.O>[CH:23]1([C:26]2[C:31]([O:32][CH2:33][C:34]3[CH:35]=[CH:36][C:37]([O:40][CH3:41])=[CH:38][CH:39]=3)=[N:30][C:29]([CH:42]([C:44]3[CH:45]=[CH:46][C:47]([S:50]([CH:53]4[CH2:54][CH2:55]4)(=[O:52])=[O:51])=[CH:48][CH:49]=3)[O:9][C:3]3[CH:4]=[CH:5][C:6]([F:8])=[CH:7][C:2]=3[F:1])=[CH:28][CH:27]=2)[CH2:25][CH2:24]1 |f:3.4.5|. Reported procedure: 2,4-Difluorophenol (219 mg), tributylphosphine (340 mg) and N,N,N′,N′-tetramethylazodicarboxyamide (289 mg) were sequentially added to a solution of {5-cyclopropyl-6-[(4-methoxybenzyl)oxy]pyridin-2-yl}[4-(cyclopropylsulfonyl)phenyl]methanol (390 mg) in tetrahydrofuran (12 mL). After replacement with nitrogen, the mixture was stirred under reflux at an external temperature of 86° C. for six hours, returned to room temperature and stirred overnight. The reaction solution was poured into water and ...